Dataset: the Open Reaction Database (ORD), a public repository of structured organic reaction records. Task: describe an organic reaction: reactants, conditions, products, and yield Reactants: S(C)C (Me2S), ClC=1C=C(C=CC1)[C@@H]([C@H]1CN(CCC1)C(=O)OC(C)(C)C)OCC#N ((R)-tert-Butyl 3-((R)-(3-chlorophenyl)(cyanomethoxy)methyl)piperidine-1-carboxylate), CO (MeOH). Solvent: C1CCOC1 (THF), C1CCOC1 (THF). Yields the product NCCO[C@H]([C@H]1CN(CCC1)C(=O)OC(C)(C)C)C1=CC(=CC=C1)Cl ((R)-tert-butyl 3-((R)-(2-aminoethoxy)(3-chlorophenyl)methyl)piperidine-1-carboxylate). As a reaction SMILES: [Cl:1][C:2]1[CH:3]=[C:4]([C@H:8]([O:22][CH2:23][C:24]#[N:25])[C@@H:9]2[CH2:14][CH2:13][CH2:12][N:11]([C:15]([O:17][C:18]([CH3:21])([CH3:20])[CH3:19])=[O:16])[CH2:10]2)[CH:5]=[CH:6][CH:7]=1.S(C)C.CO>C1COCC1>[NH2:25][CH2:24][CH2:23][O:22][C@@H:8]([C:4]1[CH:5]=[CH:6][CH:7]=[C:2]([Cl:1])[CH:3]=1)[C@@H:9]1[CH2:14][CH2:13][CH2:12][N:11]([C:15]([O:17][C:18]([CH3:21])([CH3:19])[CH3:20])=[O:16])[CH2:10]1. Procedure: (R)-tert-Butyl 3-((R)-(3-chlorophenyl)(cyanomethoxy)methyl)piperidine-1-carboxylate (23 g, 0.04 mol) was dissolved in anhydrous THF (300 mL), and the solution was heated to reflux under nitrogen. A solution of BH3.Me2S (12 mL, 0.12 mol) in THF was added dropwise, and stirring was continued at reflux overnight. The resulting solution was cooled to rt and MeOH was added dropwise to quench the reaction. After evaporation of the solution, the crude (R)-tert-butyl 3-((R)-(2-aminoethoxy)(3-chloropheny...